This data is from the Open Reaction Database (ORD), a public repository of structured organic reaction records. The task is: describe an organic reaction: reactants, conditions, products, and yield Starting materials: ClC1=NC2=CC=CC=C2C(=C1[N+](=O)[O-])NCC(C)(C)F (2-chloro-N-(2-fluoro-2-methylpropyl)-3-nitroquinolin-4-amine). Reagents/catalysts: [Pt] (platinum on carbon). The solvent is C(C)#N (acetonitrile). Yields the product ClC1=NC2=CC=CC=C2C(=C1N)NCC(C)(C)F (2-chloro-N4-(2-fluoro-2-methylpropyl)quinoline-3,4-diamine). Isolated yield 105.2%. RXN SMILES: [Cl:1][C:2]1[C:11]([N+:12]([O-])=O)=[C:10]([NH:15][CH2:16][C:17]([F:20])([CH3:19])[CH3:18])[C:9]2[C:4](=[CH:5][CH:6]=[CH:7][CH:8]=2)[N:3]=1>[Pt].C(#N)C>[Cl:1][C:2]1[C:11]([NH2:12])=[C:10]([NH:15][CH2:16][C:17]([F:20])([CH3:18])[CH3:19])[C:9]2[C:4](=[CH:5][CH:6]=[CH:7][CH:8]=2)[N:3]=1. Procedure: A Parr vessel was charged sequentially with 2-chloro-N-(2-fluoro-2-methylpropyl)-3-nitroquinolin-4-amine (4.75 g, 15.8 mmol), acetonitrile (50 mL), and 5% platinum on carbon (475 mg) and placed under hydrogen pressure (40 psi, 2.8×105 Pa) overnight. The reaction mixture was filtered through a layer of CELITE filter aid. The filter cake was washed with methanol. The filtrate was concentrated under reduced pressure to provide 4.45 g of 2-chloro-N4-(2-fluoro-2-methylpropyl)quinoline-3,4-diamine as ... Reactants: CCCC[Sn](CCCC)(CCCC)c1ncco1, C1COCCO1, CCc1nc2c(F)ccc(OCC(=O)OC)c2c(OC(F)F)c1Cc1ccc(Br)cc1, CCOC(C)=O, c1ccc(P(c2ccccc2)(c2ccccc2)[Pd](P(c2ccccc2)(c2ccccc2)c2ccccc2)(P(c2ccccc2)(c2ccccc2)c2ccccc2)P(c2ccccc2)(c2ccccc2)c2ccccc2)cc1. The product is CCc1nc2c(F)ccc(OCC(=O)OC)c2c(OC(F)F)c1Cc1ccc(-c2ncco2)cc1. Reaction SMILES: [CH2:32]([Sn:33]([CH2:34][CH2:35][CH2:36][CH3:42])([c:37]1[o:38][cH:39][cH:40][n:41]1)[CH2:43][CH2:44][CH2:45][CH3:46])[CH2:47][CH2:48][CH3:49].[CH2:50]1[O:51][CH2:52][CH2:53][O:54][CH2:55]1.[CH3:1][O:2][C:3]([CH2:4][O:5][c:6]1[c:7]2[c:8]([O:27][CH:28]([F:29])[F:30])[c:9]([CH2:19][c:20]3[cH:21][cH:22][c:23]([Br:26])[cH:24][cH:25]3)[c:10]([CH2:17][CH3:18])[n:11][c:12]2[c:13]([F:16])[cH:14][cH:15]1)=[O:31].[CH3:56][CH2:57][O:58][C:59](=[O:60])[CH3:61].[cH:62]1[cH:63][cH:64][c:65]([P:66]([Pd:67]([P:68]([c:69]2[cH:70][cH:71][cH:72][cH:73][cH:74]2)([c:75]2[cH:76][cH:77][cH:78][cH:79][cH:80]2)[c:81]2[cH:82][cH:83][cH:84][cH:85][cH:86]2)([P:87]([c:88]2[cH:89][cH:90][cH:91][cH:92][cH:93]2)([c:94]2[cH:95][cH:96][cH:97][cH:98][cH:99]2)[c:100]2[cH:101][cH:102][cH:103][cH:104][cH:105]2)[P:106]([c:107]2[cH:108][cH:109][cH:110][cH:111][cH:112]2)([c:113]2[cH:114][cH:115][cH:116][cH:117][cH:118]2)[c:119]2[cH:120][cH:121][cH:122][cH:123][cH:124]2)([c:125]2[cH:126][cH:127][cH:128][cH:129][cH:130]2)[c:131]2[cH:132][cH:133][cH:134][cH:135][cH:136]2)[cH:137][cH:138]1>>[CH3:1][O:2][C:3]([CH2:4][O:5][c:6]1[c:7]2[c:8]([O:27][CH:28]([F:29])[F:30])[c:9]([CH2:19][c:20]3[cH:21][cH:22][c:23](-[c:37]4[o:38][cH:39][cH:40][n:41]4)[cH:24][cH:25]3)[c:10]([CH2:17][CH3:18])[n:11][c:12]2[c:13]([F:16])[cH:14][cH:15]1)=[O:31]. Reactants: BrCc1ccccc1, CCOC(=O)c1cc2cc(Br)ccc2[nH]1, CCOCC, [Cl-], [H-], [NH4+], [Na+], CN(C)C=O. Product: CCOC(=O)c1cc2cc(Br)ccc2n1Cc1ccccc1. As a reaction SMILES: [Br:18][CH2:19][c:20]1[cH:21][cH:22][cH:23][cH:24][cH:25]1.[CH2:1]([CH3:2])[O:3][C:4](=[O:5])[c:6]1[nH:7][c:8]2[cH:9][cH:10][c:11]([Br:15])[cH:12][c:13]2[cH:14]1.[CH3:33][CH2:34][O:35][CH2:36][CH3:37].[Cl-:26].[H-:17].[NH4+:27].[Na+:16].[O:28]=[CH:29][N:30]([CH3:31])[CH3:32]>>[CH2:1]([CH3:2])[O:3][C:4](=[O:5])[c:6]1[n:7]([CH2:19][c:20]2[cH:21][cH:22][cH:23][cH:24][cH:25]2)[c:8]2[cH:9][cH:10][c:11]([Br:15])[cH:12][c:13]2[cH:14]1. Starting materials: CC1(OC2=C(C(C1)C1=NC=CC=C1C)C=CC=C2)C (3,4-dihydro-2,2-dimethyl-4-(3-methyl-2-pyridyl)-2H-1-benzopyran), [OH-].[Na+] (sodium hydroxide), [Cl-].[Al+3].[Cl-].[Cl-] (aluminum chloride), C(C)(=O)Cl (acetyl chloride). The solvent is [N+](=O)([O-])C (nitromethane). The product is C(C)(=O)C=1C=CC2=C(C(CC(O2)(C)C)C2=NC=CC=C2C)C1 (6-acetyl-3,4-dihydro-2,2-dimethyl-4-(3-methyl-2-pyridyl)-2H-1-benzopyran). Yield: 19.9%. As a reaction SMILES: [CH3:1][C:2]1([CH3:19])[CH2:7][CH:6]([C:8]2[C:13]([CH3:14])=[CH:12][CH:11]=[CH:10][N:9]=2)[C:5]2[CH:15]=[CH:16][CH:17]=[CH:18][C:4]=2[O:3]1.[Cl-].[Al+3].[Cl-].[Cl-].[C:24](Cl)(=[O:26])[CH3:25].[OH-].[Na+]>[N+](C)([O-])=O>[C:24]([C:16]1[CH:17]=[CH:18][C:4]2[O:3][C:2]([CH3:19])([CH3:1])[CH2:7][CH:6]([C:8]3[C:13]([CH3:14])=[CH:12][CH:11]=[CH:10][N:9]=3)[C:5]=2[CH:15]=1)(=[O:26])[CH3:25] |f:1.2.3.4,6.7|. Reported procedure: 712 mg of 3,4-dihydro-2,2-dimethyl-4-(3-methyl-2-pyridyl)-2H-1-benzopyran were suspended in 10 ml of nitromethane at room temperature. 750 mg of aluminum chloride and then 500 mg of acetyl chloride were added. After 1 hour at room temperature dilute sodium hydroxide solution was added and the mixture was extracted with ethyl acetate. The organic extract was dried over sodium sulphate and evaporated. The residue was chromatographed on silica gel using ethyl acetate/petroleum ether (1:3) and then ... The reactants are C(C)(=O)NC1=CC=C(C=C1)O (4-Acetamidophenol), C=O (formaldehyde), C(C1=CC=CC=C1)(=O)NC1CCNCC1 (4-benzamidopiperidine). Solvent: C(C)O (ethanol). Run at time 8 hour. Yields the product C(C)(=O)NC=1C=CC(=C(CN2CCC(CC2)NC(C2=CC=CC=C2)=O)C1)O (1-(5-Acetamido-2-hydroxybenzyl)-4-benzamidopiperidine). As a reaction SMILES: [C:1]([NH:4][C:5]1[CH:10]=[CH:9][C:8]([OH:11])=[CH:7][CH:6]=1)(=[O:3])[CH3:2].[CH2:12]=O.[C:14]([NH:22][CH:23]1[CH2:28][CH2:27][NH:26][CH2:25][CH2:24]1)(=[O:21])[C:15]1[CH:20]=[CH:19][CH:18]=[CH:17][CH:16]=1>C(O)C>[C:1]([NH:4][C:5]1[CH:10]=[CH:9][C:8]([OH:11])=[C:7]([CH:6]=1)[CH2:12][N:26]1[CH2:27][CH2:28][CH:23]([NH:22][C:14](=[O:21])[C:15]2[CH:16]=[CH:17][CH:18]=[CH:19][CH:20]=2)[CH2:24][CH2:25]1)(=[O:3])[CH3:2]. Procedure: 4-Acetamidophenol (1.51 g.) and 39.4% aqueous formaldehyde (1.25 ml.) were dissolved in 50% aqueous ethanol, and 4-benzamidopiperidine (2.04 g.) was added. The resulting solution was heated under reflux for 30 minutes then left overnight at room temperature. The white solid was collected and purified by suspending in boiling ethanol and filtering to give the title compound (1.32 g.), m.p. 242° C. (Found: C, 68.15; H, 7.1; N, 11.3. C21H25N3O3 requires C, 68.6; H, 6.9; N, 11.4%).